This data is from the Open Reaction Database (ORD), a public repository of structured organic reaction records. The task is: describe an organic reaction: reactants, conditions, products, and yield As a reaction SMILES: [OH:1][C:2]([CH3:7])([CH3:6])[C:3](N)=[O:4].[CH2:8]([OH:14])[CH2:9][CH2:10][CH2:11][CH2:12][CH3:13]>>[CH2:8]([O:14][C:3](=[O:4])[C:2]([OH:1])([CH3:7])[CH3:6])[CH2:9][CH2:10][CH2:11][CH2:12][CH3:13]. Reported procedure: A mixture of 20.6 g of α-hydroxy-isobutyramide and 204 g of n-hexyl alcohol was heated in the presence of 0.45 g of PbO for 6 hours at 200° C. in an autoclave. On working up by distillation, 19.5 g (= 51.8 percent of theory) of α-hydroxy-isobutyric acid-n-hexyl-ester were obtained. The amide conversion is 75 percent. The reactants are OC(C(=O)N)(C)C (α-hydroxy-isobutyramide), C(CCCCC)O (n-hexyl alcohol), PbO. Isolated yield 51.8%. Product: C(CCCCC)OC(C(C)(C)O)=O (α-hydroxy-isobutyric acid-n-hexyl-ester). Reactants: C(C)(=O)C=1C=CC(=C(C1)C#CCNC(OCC1=CC=CC=C1)=O)OC (Benzyl [3-(5-acetyl-2-methoxyphenyl)prop-2-yn-1-yl]carbamate), C1(CC1)N (cyclopropylamine). Product: C1(CC1)NC(C)C=1C=CC(=C(C1)C#CCNC(OCC1=CC=CC=C1)=O)OC (benzyl (3-{5-[1-(cyclopropylamino)ethyl]-2-methoxyphenyl}prop-2-yn-1-yl)carbamate). Reaction SMILES: [C:1]([C:4]1[CH:5]=[CH:6][C:7]([O:24][CH3:25])=[C:8]([C:10]#[C:11][CH2:12][NH:13][C:14](=[O:23])[O:15][CH2:16][C:17]2[CH:22]=[CH:21][CH:20]=[CH:19][CH:18]=2)[CH:9]=1)(=O)[CH3:2].[CH:26]1([NH2:29])[CH2:28][CH2:27]1>>[CH:26]1([NH:29][CH:1]([C:4]2[CH:5]=[CH:6][C:7]([O:24][CH3:25])=[C:8]([C:10]#[C:11][CH2:12][NH:13][C:14](=[O:23])[O:15][CH2:16][C:17]3[CH:22]=[CH:21][CH:20]=[CH:19][CH:18]=3)[CH:9]=2)[CH3:2])[CH2:28][CH2:27]1. Procedure: Benzyl [3-(5-acetyl-2-methoxyphenyl)prop-2-yn-1-yl]carbamate and cyclopropylamine were treated in the similar manner to Reference Example 6(6) to give benzyl (3-{5-[1-(cyclopropylamino)ethyl]-2-methoxyphenyl}prop-2-yn-1-yl)carbamate [Ex(295-2)] as a yellow oil.